This data is from the Open Reaction Database (ORD), a public repository of structured organic reaction records. The task is: describe an organic reaction: reactants, conditions, products, and yield The reactants are liquid, N(=[N+]=[N-])C[Si](C)(C)C (azidomethyl-trimethyl-silane), C(#CC(=O)OC)C(=O)OC (dimethyl acetylenedicarboxylate). Solvent: C(C)(=O)OCC.CCCCCC (ethyl acetate hexane), C1=CC=CC=C1 (benzene). Yields the product COC(=O)C=1N=NN(C1C(=O)OC)C[Si](C)(C)C (1-Trimethylsilanylmethyl-1H-[1, 2, 3]triazole-4,5-dicarboxylic acid dimethyl ester). Reaction SMILES: [N:1]([CH2:4][Si:5]([CH3:8])([CH3:7])[CH3:6])=[N+:2]=[N-:3].[C:9]([C:15]([O:17][CH3:18])=[O:16])#[C:10][C:11]([O:13][CH3:14])=[O:12]>C1C=CC=CC=1.C(OCC)(=O)C.CCCCCC>[CH3:14][O:13][C:11]([C:10]1[N:3]=[N:2][N:1]([CH2:4][Si:5]([CH3:8])([CH3:7])[CH3:6])[C:9]=1[C:15]([O:17][CH3:18])=[O:16])=[O:12] |f:3.4|. Reported procedure: A solution of azidomethyl-trimethyl-silane (5.0 g, 38.69 mmol) and dimethyl acetylenedicarboxylate (4.74 mL, 38.69 mmol) in benzene (200 mL) was refluxed for 2 h. The solvent was removed in vacuo and the resultant crude material was diluted with water (100 mL), and extracted with ethyl acetate (3×100 mL). The combined organic layer was washed with brine (50 mL), dried over anhydrous Na2SO4, filtered, and evaporated in vacuo. The product was obtained after purification by flash chromatography (us... Starting materials: ClC(Cl)Cl, [N-]=[N+]=NC(=O)c1ncon1, NC12CC3CC(CC(C3)C1)C2. The product is O=C(NC12CC3CC(CC(C3)C1)C2)c1ncon1. Reaction SMILES: [CH:22]([Cl:23])([Cl:24])[Cl:25].[N:1](=[N+:2]=[N-:3])[C:4](=[O:5])[c:6]1[n:7][o:8][cH:9][n:10]1.[NH2:11][C:12]12[CH2:13][CH:14]3[CH2:15][CH:16]([CH2:17][CH:18]([CH2:19]1)[CH2:20]3)[CH2:21]2>>[NH:1]([C:4](=[O:5])[c:6]1[n:7][o:8][cH:9][n:10]1)[C:12]12[CH2:13][CH:14]3[CH2:15][CH:16]([CH2:17][CH:18]([CH2:19]1)[CH2:20]3)[CH2:21]2. Starting materials: COC(=O)Cl, CCN(C(C)C)C(C)C, COC(=O)C1CCNC(c2ccc(Cl)cc2)C1, ClCCl. The product is COC(=O)C1CCN(C(=O)OC)C(c2ccc(Cl)cc2)C1. As a reaction SMILES: [C:27]([O:28][CH3:29])(=[O:30])[Cl:31].[CH:18]([N:19]([CH2:20][CH3:21])[CH:22]([CH3:23])[CH3:24])([CH3:25])[CH3:26].[Cl:1][c:2]1[cH:3][cH:4][c:5]([CH:8]2[NH:9][CH2:10][CH2:11][CH:12]([C:14](=[O:15])[O:16][CH3:17])[CH2:13]2)[cH:6][cH:7]1.[Cl:32][CH2:33][Cl:34]>>[Cl:1][c:2]1[cH:3][cH:4][c:5]([CH:8]2[N:9]([C:27]([O:28][CH3:29])=[O:30])[CH2:10][CH2:11][CH:12]([C:14](=[O:15])[O:16][CH3:17])[CH2:13]2)[cH:6][cH:7]1. Reactants: Br, CNC1CCc2c(ccc(O)c2O)C1=O, [H][H], O, O=[Pt]=O. The product is Br, CNC1CCc2c(ccc(O)c2O)C1O. Reaction SMILES: [BrH:3].[CH3:4][NH:5][CH:6]1[C:7](=[O:18])[c:8]2[cH:9][cH:10][c:11]([OH:17])[c:12]([OH:16])[c:13]2[CH2:14][CH2:15]1.[H:1][H:2].[OH2:19].[Pt:20](=[O:21])=[O:22]>>[BrH:3].[CH3:4][NH:5][CH:6]1[CH:7]([OH:18])[c:8]2[cH:9][cH:10][c:11]([OH:17])[c:12]([OH:16])[c:13]2[CH2:14][CH2:15]1. Reactants: C(C)(C)(C)C1=C(C(=C2CC(C(C2=C1)=O)CC(C)C)C1=CC=CC=C1)OC (6-tert-butyl-2-isobutyl-5-methoxy-4-phenylindan-1-one), CO (methanol), [BH4-].[Na+] (NaBH4), Cl (HCl). Run in C1CCOC1 (THF). Reaction conditions: time 1.5 hour. Product: C(C)(C)(C)C=1C=C2C=C(CC2=C(C1OC)C1=CC=CC=C1)CC(C)C (5-tert-Butyl-2-isobutyl-6-methoxy-7-phenyl-1H-indene). Isolated yield 99.1%. As a reaction SMILES: [C:1]([C:5]1[CH:13]=[C:12]2[C:8]([CH2:9][CH:10]([CH2:15][CH:16]([CH3:18])[CH3:17])[C:11]2=O)=[C:7]([C:19]2[CH:24]=[CH:23][CH:22]=[CH:21][CH:20]=2)[C:6]=1[O:25][CH3:26])([CH3:4])([CH3:3])[CH3:2].CO.[BH4-].[Na+].Cl>C1COCC1>[C:1]([C:5]1[CH:13]=[C:12]2[C:8](=[C:7]([C:19]3[CH:24]=[CH:23][CH:22]=[CH:21][CH:20]=3)[C:6]=1[O:25][CH3:26])[CH2:9][C:10]([CH2:15][CH:16]([CH3:18])[CH3:17])=[CH:11]2)([CH3:4])([CH3:3])[CH3:2] |f:2.3|. Procedure details: To a solution of 9.0 g (25.7 mmol) of 6-tert-butyl-2-isobutyl-5-methoxy-4-phenylindan-1-one in 100 ml of THF and 50 ml of methanol 10.0 g (0.265 mol) of NaBH4 was added by small portions by vigorous stirring for ca. 1.5 h at room temperature. This mixture was additionally stirred overnight and then acidified by 2 M HCl to pH 1. The product was extracted with 3×150 ml of dichloromethane. The organic extract was evaporated to dryness, and a mixture of the residue with 150 ml of toluene and 0.5 g o... Reactants: ClC1=C(C(=CC=C1)Cl)S(=O)(=O)Cl (2,6-dichlorobenzenesulfonyl chloride), N (ammonia), Cl (HCl). Solvent: N1=CC=CC=C1 (pyridine), N1=CC=CC=C1 (pyridine). Run at time 4 hour. Yields the product ClC1=C(C(=CC=C1)Cl)S(=O)(=O)N (2,6-dichlorobenzenesulfonamide). Isolated yield 90.0%. RXN SMILES: [Cl:1][C:2]1[CH:7]=[CH:6][CH:5]=[C:4]([Cl:8])[C:3]=1[S:9](Cl)(=[O:11])=[O:10].[NH3:13].Cl>N1C=CC=CC=1>[Cl:1][C:2]1[CH:7]=[CH:6][CH:5]=[C:4]([Cl:8])[C:3]=1[S:9]([NH2:13])(=[O:11])=[O:10]. Procedure: A solution of 2,6-dichlorobenzenesulfonyl chloride (10.50 g, 42.77 mmol) in 100 mL of pyridine was added into 100 mL of pyridine dropwise while anhydrous ammonia gas was passing through the solution simultaneously for 4 hours at 0° C. The mixture was acidified to pH>1 with 6N aq. HCl, then extracted with ethyl acetate. The combined organic layer was then dried (Na2SO4) and concentrated to give the desired product (8.69 g, 90%). EI-MS (m/z)225.0, 227.1 (M). The reactants are ClCCCOC=1C=C(C(=O)OC)C=CC1OC (methyl 3-(3-chloropropoxy)-4-methoxybenzoate), [N+](=O)(O)[O-] (nitric acid), N(=O)[O-].[Na+] (sodium nitrite), C(C)(=O)O (acetic acid). Run in O (water). Run at temperature 40 celsius. Yields the product COC1=CC(=C(C(=O)OC)C=C1OCCCCl)[N+](=O)[O-] (methyl 4-methoxy-5-(3-chloropropoxy)-2-nitrobenzoate). Yield: 961.5%. RXN SMILES: [Cl:1][CH2:2][CH2:3][CH2:4][O:5][C:6]1[CH:7]=[C:8]([CH:13]=[CH:14][C:15]=1[O:16][CH3:17])[C:9]([O:11][CH3:12])=[O:10].[N:18]([O-:20])=[O:19].[Na+].C(O)(=O)C.[N+]([O-])(O)=O>O>[CH3:17][O:16][C:15]1[C:6]([O:5][CH2:4][CH2:3][CH2:2][Cl:1])=[CH:7][C:8]([C:9]([O:11][CH3:12])=[O:10])=[C:13]([N+:18]([O-:20])=[O:19])[CH:14]=1 |f:1.2|. Procedure details: In a 50 mL volume glass flask equipped with a stirrer, a thermometer and a dropping funnel were placed 10.1 g (38.7 mmol) of methyl 3-(3-chloropropoxy)-4-methoxybenzoate (purity: 99%) obtained in Example II-20, 0.27 g (3.87 mmol) of sodium nitrite, and 12.5 mL of acetic acid. The resulting mixture was heated to 40° C. under stirring. To the reaction mixture was dropwise added slowly 16.2 g (154.8 mmol) of nitric acid (60 wt. %), and the mixture was heated at 40-50° C. for 5 hours. After the reac... Starting materials: C1(CC1)C1=NN(C2=C1C=NC(=C2)NC(=O)NCC2=CC=C(C=C2)F)C(C2=CC=CC=C2)(C2=CC=CC=C2)C2=CC=CC=C2 (1-(3-cyclopropyl-1-trityl-1H-pyrazolo[4,3-c]pyridin-6-yl)-3-(4-fluorobenzyl)urea), C(=O)(C(F)(F)F)O (TFA), C(C)[SiH](CC)CC (triethylsilane). The product is C1(CC1)C1=NNC2=C1C=NC(=C2)NC(=O)NCC2=CC=C(C=C2)F (1-(3-cyclopropyl-1H-pyrazolo[4,3-c]pyridin-6-yl)-3-(4-fluorobenzyl)urea). The yield is 42.3%. RXN SMILES: [CH:1]1([C:4]2[C:8]3[CH:9]=[N:10][C:11]([NH:13][C:14]([NH:16][CH2:17][C:18]4[CH:23]=[CH:22][C:21]([F:24])=[CH:20][CH:19]=4)=[O:15])=[CH:12][C:7]=3[N:6](C(C3C=CC=CC=3)(C3C=CC=CC=3)C3C=CC=CC=3)[N:5]=2)[CH2:3][CH2:2]1.C(O)(C(F)(F)F)=O.C([SiH](CC)CC)C>>[CH:1]1([C:4]2[C:8]3[CH:9]=[N:10][C:11]([NH:13][C:14]([NH:16][CH2:17][C:18]4[CH:19]=[CH:20][C:21]([F:24])=[CH:22][CH:23]=4)=[O:15])=[CH:12][C:7]=3[NH:6][N:5]=2)[CH2:3][CH2:2]1. Procedure details: A mixture of 1-(3-cyclopropyl-1-trityl-1H-pyrazolo[4,3-c]pyridin-6-yl)-3-(4-fluorobenzyl)urea (70 mg, 0.123 mmol), TFA (1900 24.66 mmol), and triethylsilane (19.70 μl, 0.123 mmol) was stirred at room temperature. The reaction was concentrated, taken up in DMSO (2 mL) and purified by preparative HPLC (Reverse phase C-18, Waters SunFire PrepODB, 150×19 mm, 5u, eluting with 10-95% Acetonitrile/Water+0.1% TFA (20 mL/min) over 10 min.) to give 1-(3-cyclopropyl-1H-pyrazolo[4,3-c]pyridin-6-yl)-3-(4-flu...